Dataset: the Open Reaction Database (ORD), a public repository of structured organic reaction records. Task: describe an organic reaction: reactants, conditions, products, and yield Reactants: solution, N1C=CC2=CC=C(C=C12)/C=C/C(CC(C)=O)=O ((E)-6-(1H-indol-6-yl)hex-5-ene-2,4-dione), [B]=O (boron oxide), C(=O)([O-])[O-].[K+].[K+] (K2CO3), solution, COC1=C(C=O)C=CC(=C1)CN1CCN(CC1)C (2-methoxy-4-[(4-methylpiperazin-1-yl)methyl]benzaldehyde), solution, N1CCCCC1 (piperidine). Run in CCOC(=O)C (AcOEt), CCOC(=O)C (AcOEt), B(OC(C)C)(OC(C)C)OC(C)C (triisopropyl borate), CCOC(=O)C (AcOEt). Reaction conditions: temperature 70 celsius, time 1 hour. The product is N1C=CC2=CC=C(C=C12)\C=C\C(CC(\C=C\C1=C(C=C(C=C1)CN1CCN(CC1)C)OC)=O)=O ((1E,6E)-1-(1H-indol-6-yl)-7-[2-methoxy-4-[(4-methylpiperazin-1-yl)methyl]phenyl]hepta-1,6-diene-3,5-dione). Isolated yield 46.9%. Reaction SMILES: [NH:1]1[C:9]2[C:4](=[CH:5][CH:6]=[C:7](/[CH:10]=[CH:11]/[C:12](=[O:17])[CH2:13][C:14](=[O:16])[CH3:15])[CH:8]=2)[CH:3]=[CH:2]1.[B]=O.[CH3:20][O:21][C:22]1[CH:29]=[C:28]([CH2:30][N:31]2[CH2:36][CH2:35][N:34]([CH3:37])[CH2:33][CH2:32]2)[CH:27]=[CH:26][C:23]=1[CH:24]=O.N1CCCCC1.C([O-])([O-])=O.[K+].[K+]>CCOC(C)=O.B(OC(C)C)(OC(C)C)OC(C)C>[NH:1]1[C:9]2[C:4](=[CH:5][CH:6]=[C:7](/[CH:10]=[CH:11]/[C:12](=[O:17])[CH2:13][C:14](=[O:16])/[CH:15]=[CH:24]/[C:23]3[CH:26]=[CH:27][C:28]([CH2:30][N:31]4[CH2:36][CH2:35][N:34]([CH3:37])[CH2:33][CH2:32]4)=[CH:29][C:22]=3[O:21][CH3:20])[CH:8]=2)[CH:3]=[CH:2]1 |f:4.5.6,^1:17|. Reported procedure: To 200 mL of a solution of 7.56 g of (E)-6-(1H-indol-6-yl)hex-5-ene-2,4-dione in AcOEt was added 3.24 g of boron oxide, and the mixture was stirred at 70° C. for 1 hour. To this, 15 mL of a solution of 8.68 g of 2-methoxy-4-[(4-methylpiperazin-1-yl)methyl]benzaldehyde in AcOEt and 18.3 mL of triisopropyl borate were successively added, and the mixture was stirred at the same temperature for 40 minutes. Then, 10 mL of a solution of 0.35 mL of piperidine in AcOEt was added. The mixture was stirred... Starting materials: CC1=C(C=CC(=C1)[N+](=O)[O-])N=C=S (2-Methyl-4-nitrophenyl isothiocyanate), C[C@H](CN)CC ((2S)-2-methyl-1-butylamine), ClCC(=O)O (chloroacetic acid). The product is CC1=C(C=CC(=C1)[N+](=O)[O-])N=C1SCC(N1C[C@H](CC)C)=O (2-(2-methyl-4-nitrophenylimino)-3-((2S)-2-methyl-1-butyl)-l ,3-thiazolidin4-one). Reaction SMILES: [CH3:1][C:2]1[CH:7]=[C:6]([N+:8]([O-:10])=[O:9])[CH:5]=[CH:4][C:3]=1[N:11]=[C:12]=[S:13].[CH3:14][C@@H:15]([CH2:18][CH3:19])[CH2:16][NH2:17].Cl[CH2:21][C:22](O)=[O:23]>>[CH3:1][C:2]1[CH:7]=[C:6]([N+:8]([O-:10])=[O:9])[CH:5]=[CH:4][C:3]=1[N:11]=[C:12]1[N:17]([CH2:16][C@@H:15]([CH3:14])[CH2:18][CH3:19])[C:22](=[O:23])[CH2:21][S:13]1. Procedure: 2-Methyl-4-nitrophenyl isothiocyanate was reacted with (2S)-2-methyl-1-butylamine followed by chloroacetic acid according to Method C8a to afford 2-(2-methyl-4-nitrophenylimino)-3-((2S)-2-methyl-1-butyl)-l ,3-thiazolidin4-one. The reactants are NC1CCCc2ccccc21, N#Cc1ccc(C=O)cc1. Product: N#Cc1ccc(CNC2CCCc3ccccc32)cc1. RXN SMILES: [CH:11]1([NH2:21])[CH2:12][CH2:13][CH2:14][c:15]2[cH:16][cH:17][cH:18][cH:19][c:20]21.[CH:1](=[O:2])[c:3]1[cH:4][cH:5][c:6]([C:7]#[N:8])[cH:9][cH:10]1>>[CH2:1]([c:3]1[cH:4][cH:5][c:6]([C:7]#[N:8])[cH:9][cH:10]1)[NH:21][CH:11]1[CH2:12][CH2:13][CH2:14][c:15]2[cH:16][cH:17][cH:18][cH:19][c:20]21. Reactants: CCOC(C)=O, CCO, CNCCOc1ccc(C(=C(CCCl)c2ccccc2)c2ccc(OCc3ccccc3)cc2)cc1. Product: CNCCOc1ccc(C(=C(CCCl)c2ccccc2)c2ccc(O)cc2)cc1. Reaction SMILES: [CH2:37]([O:38][C:39](=[O:40])[CH3:41])[CH3:42].[CH2:43]([OH:44])[CH3:45].[Cl:1][CH2:2][CH2:3][C:4](=[C:5]([c:6]1[cH:7][cH:8][c:9]([O:12][CH2:13][CH2:14][NH:15][CH3:16])[cH:10][cH:11]1)[c:17]1[cH:18][cH:19][c:20]([O:23][CH2:24][c:25]2[cH:26][cH:27][cH:28][cH:29][cH:30]2)[cH:21][cH:22]1)[c:31]1[cH:32][cH:33][cH:34][cH:35][cH:36]1>>[Cl:1][CH2:2][CH2:3][C:4](=[C:5]([c:6]1[cH:7][cH:8][c:9]([O:12][CH2:13][CH2:14][NH:15][CH3:16])[cH:10][cH:11]1)[c:17]1[cH:18][cH:19][c:20]([OH:23])[cH:21][cH:22]1)[c:31]1[cH:32][cH:33][cH:34][cH:35][cH:36]1.